Dataset: the Open Reaction Database (ORD), a public repository of structured organic reaction records. Task: describe an organic reaction: reactants, conditions, products, and yield Reactants: ClC=1C=C(C(=O)O)C=C(N1)C(F)(F)F (2-chloro-6-(trifluoromethyl)isonicotinic acid), CO (methanol), Cl (HCl), C[O-].[Na+] (sodium methoxide). Run in CCOC(=O)C (EtOAc). Conditions: time 23 hour. Product: COC=1C=C(C(=O)O)C=C(N1)C(F)(F)F (2-Methoxy-6-trifluoromethyl-isonicotinic acid). Isolated yield 90.4%. Reaction SMILES: Cl[C:2]1[CH:3]=[C:4]([CH:8]=[C:9]([C:11]([F:14])([F:13])[F:12])[N:10]=1)[C:5]([OH:7])=[O:6].[CH3:15][OH:16].C[O-].[Na+].Cl>CCOC(C)=O>[CH3:15][O:16][C:2]1[CH:3]=[C:4]([CH:8]=[C:9]([C:11]([F:14])([F:13])[F:12])[N:10]=1)[C:5]([OH:7])=[O:6] |f:2.3|. Reported procedure: To a solution of 2-chloro-6-(trifluoromethyl)isonicotinic acid (0.15 g, 665 μmol, prepared according to F. Cottet, M. Schlosser, Eur. J. Org. Chem. 2004, 18, 3793-3798) in methanol (2 mL) sodium methoxide (79.0 mg, 1.46 mmol) was added and the reaction refluxed for 5 hours. Another 287 mg (5.32 mmol) sodium methoxide was added and the white suspension was stirred at reflux temperature overnight. After 23 hours the suspension was allowed to cool to room temperature and was poured on saturated 1M ... The reactants are C(C)(=O)O[BH-](OC(C)=O)OC(C)=O.[Na+] (sodium triacetoxyborohydride), C([O-])(O)=O.[Na+] (sodium bicarbonate), ClC1=C(C=CC=C1)N1C(=NC2=C(C1=O)SC=C2)C=O (3-(2-chloro-phenyl)-4-oxo-3,4-dihydro-thieno[3,2-d]pyrimidine-2-carbaldehyde), N1(CCCC1)CC=1C=C(N)C=CC1 (3-(pyrrolidin-1-yl-methyl)-aniline). Solvent: ClC(C)Cl (dichloroethane). Run at time 24 hour. The product is 9, Cl.ClC1=C(C=CC=C1)N1C(=NC2=C(C1=O)SC=C2)CNC2=CC(=CC=C2)CN2CCCC2 (3-(2-Chloro-phenyl)-2-[(3-pyrrolidin-1-ylmethyl-phenylamino)-methyl]-3H-thieno[3,2-d]pyrimidin-4-one Hydrochloride). Isolated yield 53.0%. As a reaction SMILES: [Cl:1][C:2]1[CH:7]=[CH:6][CH:5]=[CH:4][C:3]=1[N:8]1[C:13](=[O:14])[C:12]2[S:15][CH:16]=[CH:17][C:11]=2[N:10]=[C:9]1[CH:18]=O.[N:20]1([CH2:25][C:26]2[CH:27]=[C:28]([CH:30]=[CH:31][CH:32]=2)[NH2:29])[CH2:24][CH2:23][CH2:22][CH2:21]1.C(O[BH-](OC(=O)C)OC(=O)C)(=O)C.[Na+].C(=O)(O)[O-].[Na+]>ClC(Cl)C>[ClH:1].[Cl:1][C:2]1[CH:7]=[CH:6][CH:5]=[CH:4][C:3]=1[N:8]1[C:13](=[O:14])[C:12]2[S:15][CH:16]=[CH:17][C:11]=2[N:10]=[C:9]1[CH2:18][NH:29][C:28]1[CH:30]=[CH:31][CH:32]=[C:26]([CH2:25][N:20]2[CH2:21][CH2:22][CH2:23][CH2:24]2)[CH:27]=1 |f:2.3,4.5,7.8|. Reported procedure: To a mixture of 3-(2-chloro-phenyl)-4-oxo-3,4-dihydro-thieno[3,2-d]pyrimidine-2-carbaldehyde (0.326 g, 1.13 mmol) and 3-(pyrrolidin-1-yl-methyl)-aniline (0.132 g, 0.75 mmol) in dichloroethane (10 mL) was added sodium triacetoxyborohydride (0.477 g, 2.25 mmol) portionwise. The reaction was stirred for 24 hours, and then carefully poured into saturated aqueous sodium bicarbonate and repeatedly extracted with chloroform. The combined organic phase was washed with water and brine, dried over magnesi... The reactants are CC(=O)Cl, Cc1c2c(nc3ccccc13)CCNCC2. Product: CC(=O)N1CCc2nc3ccccc3c(C)c2CC1, Cl. RXN SMILES: [CH3:17][C:18]([Cl:19])=[O:20].[CH3:1][c:2]1[c:3]2[c:4]([n:5][c:6]3[cH:7][cH:8][cH:9][cH:10][c:11]13)[CH2:12][CH2:13][NH:14][CH2:15][CH2:16]2>>[CH3:1][c:2]1[c:3]2[c:4]([n:5][c:6]3[cH:7][cH:8][cH:9][cH:10][c:11]13)[CH2:12][CH2:13][N:14]([C:18]([CH3:17])=[O:20])[CH2:15][CH2:16]2.[ClH:19]. Reactants: CCOC(=O)C (EtOAc), C=1C=CC2=C(C1)N=NN2O (HOBt), C(CCl)Cl (EDC), 3-Alanine methyl ester HCl salt, CCN(C(C)C)C(C)C (Hunig's base), COC(=O)C=1C(=C2C=C(C(N(C2=C(N1)C1=NC=CC=C1)CC1=CC=CC=C1)=O)C1=CC=CC=C1)O (1-benzyl-5-hydroxy-2-oxo-3-phenyl-8-pyridin-2-yl-1,2-dihydro-[1,7]naphthyridine-6-carb oxylic acid methyl ester), [OH-].[Na+] (NaOH). Run in O (water), C(Cl)Cl (CH2Cl2), C1CCOC1 (THF), CO (MeOH). Conditions: time 16 hour. Yields the product COC(CCNC(=O)C=1C(=C2C=C(C(N(C2=C(N1)C1=NC=CC=C1)CC1=CC=CC=C1)=O)C1=CC=CC=C1)O)=O (3-[(1-Benzyl-5-hydroxy-2-oxo-3-phenyl-8-pyridin-2-yl-1,2-dihydro-[1,7]naphthyridine-6-carbonyl)-amino]-propionic acid methyl ester). RXN SMILES: CO[C:3]([C:5]1[C:6]([OH:35])=[C:7]2[C:12](=[C:13]([C:15]3[CH:20]=[CH:19][CH:18]=[CH:17][N:16]=3)[N:14]=1)[N:11]([CH2:21][C:22]1[CH:27]=[CH:26][CH:25]=[CH:24][CH:23]=1)[C:10](=[O:28])[C:9]([C:29]1[CH:34]=[CH:33][CH:32]=[CH:31][CH:30]=1)=[CH:8]2)=[O:4].[OH-].[Na+].C1C=CC2N(O)N=[N:44][C:42]=2C=1.C(Cl)CCl.CCN(C(C)C)C(C)C.C[CH2:62][O:63][C:64]([CH3:66])=[O:65]>O.C(Cl)Cl.C1COCC1.CO>[CH3:62][O:63][C:64](=[O:65])[CH2:66][CH2:42][NH:44][C:3]([C:5]1[C:6]([OH:35])=[C:7]2[C:12](=[C:13]([C:15]3[CH:20]=[CH:19][CH:18]=[CH:17][N:16]=3)[N:14]=1)[N:11]([CH2:21][C:22]1[CH:27]=[CH:26][CH:25]=[CH:24][CH:23]=1)[C:10](=[O:28])[C:9]([C:29]1[CH:30]=[CH:31][CH:32]=[CH:33][CH:34]=1)=[CH:8]2)=[O:4] |f:1.2|. Procedure details: A mixture of 1-benzyl-5-hydroxy-2-oxo-3-phenyl-8-pyridin-2-yl-1,2-dihydro-[1,7]naphthyridine-6-carb oxylic acid methyl ester (80 mg, 0.17 mmol), 2 M NaOH (3 mL), MeOH (3 mL) and THF (3 mL) was stirred at r.t. for 16 h. The mixture was concentrated to approximately one-third of its original volume, and then acidified to pH about 3-4. The resulting suspension was extracted with EtOAc. The organic layer was dried over MgSO4 and concentrated. To the residue were then added HOBt (37 mg, 0.28 mmol), C... As a reaction SMILES: [CH2:1]([c:2]1[cH:3][cH:4][cH:5][cH:6][cH:7]1)[O:8][c:9]1[cH:10][c:11]2[c:12](-[c:28]3[cH:29][cH:30][c:31]([Cl:34])[cH:32][cH:33]3)[c:13]([C:24](=[O:25])[O:26][CH3:27])[n:14]([CH2:20][CH:21]([CH3:22])[CH3:23])[c:15](=[O:19])[c:16]2[cH:17][cH:18]1.[CH2:40]1[O:41][CH2:42][CH2:43][O:44][CH2:45]1.[ClH:39].[Li+:37].[OH-:36].[OH2:35].[OH2:38]>>[CH2:1]([c:2]1[cH:3][cH:4][cH:5][cH:6][cH:7]1)[O:8][c:9]1[cH:10][c:11]2[c:12](-[c:28]3[cH:29][cH:30][c:31]([Cl:34])[cH:32][cH:33]3)[c:13]([C:24](=[O:25])[OH:26])[n:14]([CH2:20][CH:21]([CH3:22])[CH3:23])[c:15](=[O:19])[c:16]2[cH:17][cH:18]1. Starting materials: COC(=O)c1c(-c2ccc(Cl)cc2)c2cc(OCc3ccccc3)ccc2c(=O)n1CC(C)C, C1COCCO1, Cl, [Li+], [OH-], O, O. The product is CC(C)Cn1c(C(=O)O)c(-c2ccc(Cl)cc2)c2cc(OCc3ccccc3)ccc2c1=O. The reactants are Cl (hydrogen chloride), N1(C=NC=C1)C(C1=CC(=C(C=C1)NC(C)=O)[N+](=O)[O-])C1=CC=CC=C1 (N-[4-[(1H-imidazol-1-yl)phenylmethyl]-2-nitrophenyl]acetamide), CC(C)O (2-propanol), [H][H] (hydrogen). Reagents/catalysts: platinium-on-charcoal. Solvent: CO (methanol). Yields the product N1(C=NC=C1)C(C=1C=CC2=C(N(C(=N2)C)O)C1)C1=CC=CC=C1 (6-[(1H-imidazol-1-yl)phenylmethyl]-2-methyl-1H-benzimidazol-1-ol), compound 219. The yield is 40.6%. RXN SMILES: [N:1]1([CH:6]([C:20]2[CH:25]=[CH:24][CH:23]=[CH:22][CH:21]=2)[C:7]2[CH:12]=[CH:11][C:10]([NH:13][C:14](=O)[CH3:15])=[C:9]([N+:17]([O-:19])=O)[CH:8]=2)[CH:5]=[CH:4][N:3]=[CH:2]1.CC(O)C.Cl.[H][H]>CO>[N:1]1([CH:6]([C:20]2[CH:25]=[CH:24][CH:23]=[CH:22][CH:21]=2)[C:7]2[CH:12]=[CH:11][C:10]3[N:13]=[C:14]([CH3:15])[N:17]([OH:19])[C:9]=3[CH:8]=2)[CH:5]=[CH:4][N:3]=[CH:2]1. Procedure: A mixture of 4.9 parts of N-[4-[(1H-imidazol-1-yl)phenylmethyl]-2-nitrophenyl]acetamide, 12 parts of 2-propanol, saturated with hydrogen chloride and 200 parts of methanol was hydrogenated at normal pressure and at room temperature with 2 parts of platinium-on-charcoal catalyst 5%. After the calculated amount of hydrogen was taken up, the catalyst was filtered off and the filtrate was evaporated. The residue was dissolved in dichloromethane and water and then the solution was neutralized with an... The reactants are CCCCCCC(O)CC=CCCCCCCCC(=O)OCC, CI, CCCCCC, CN(C)C=O, [H-], [Na+]. Product: CCCCCCC(CC=CCCCCCCCC(=O)OCC)OC. As a reaction SMILES: [C:8]([CH2:9][CH2:10][CH2:11][CH2:12][CH2:13][CH2:14][CH2:15][CH:16]=[CH:17][CH2:18][CH:19]([OH:20])[CH2:21][CH2:22][CH2:23][CH2:24][CH2:25][CH3:26])(=[O:27])[O:28][CH2:29][CH3:30].[CH3:31][I:32].[CH3:33][CH2:34][CH2:35][CH2:36][CH2:37][CH3:38].[CH3:3][N:4]([CH3:5])[CH:6]=[O:7].[H-:1].[Na+:2]>>[CH3:3][O:20][CH:19]([CH2:18][CH:17]=[CH:16][CH2:15][CH2:14][CH2:13][CH2:12][CH2:11][CH2:10][CH2:9][C:8](=[O:27])[O:28][CH2:29][CH3:30])[CH2:21][CH2:22][CH2:23][CH2:24][CH2:25][CH3:26]. Starting materials: C(#N)CC(OCC)=N (ethyl 2-cyanoacetimidate), N1CCOCC1 (morpholine). Solvent: C(C)O (ethanol). Run at time 4 hour. Product: NC(=CC#N)N1CCOCC1 (3-Amino-3-morpholinoacrylonitrile). Reaction SMILES: [C:1]([CH2:3][C:4](=[NH:8])OCC)#[N:2].[NH:9]1[CH2:14][CH2:13][O:12][CH2:11][CH2:10]1>C(O)C>[NH2:8][C:4]([N:9]1[CH2:14][CH2:13][O:12][CH2:11][CH2:10]1)=[CH:3][C:1]#[N:2]. Reported procedure: In anhydrous ethanol (10 ml) was dissolved ethyl 2-cyanoacetimidate (1.0 g), followed by addition of morpholine (0.78 g). The mixture was stirred at room temperature for 4 hours, and the separated crystals were collected by filtration. This crystal crop was used as it was in the next reaction. Reactants: [N+](=O)([O-])C=1C=NC=CC1N1CC2=CC=CC=C2CC1 (2-(3-Nitropyridin-4-yl)-1,2,3,4-tetrahydroisoquinoline), CC(=CC)[Mg]Br (1-Methyl-1-propenyl magnesium bromide), [Cl-].[NH4+] (ammonium chloride). Solvent: O1CCCC1 (tetrahydrofuran). Conditions: temperature -20 celsius, time 5 hour. Yields the product CC1=C(C2=NC=CC(=C2N1)N1CC2=CC=CC=C2CC1)C (2-(2,3-dimethyl-1H-pyrrolo[3,2-b]pyridin-7-yl)-1,2,3,4-tetrahydroisoquinoline). The yield is 38.7%. Reaction SMILES: [N+:1]([C:4]1[CH:5]=[N:6][CH:7]=[CH:8][C:9]=1[N:10]1[CH2:19][CH2:18][C:17]2[C:12](=[CH:13][CH:14]=[CH:15][CH:16]=2)[CH2:11]1)([O-])=O.[CH3:20][C:21]([Mg]Br)=[CH:22][CH3:23].[Cl-].[NH4+]>O1CCCC1>[CH3:20][C:21]1[NH:1][C:4]2[C:5](=[N:6][CH:7]=[CH:8][C:9]=2[N:10]2[CH2:19][CH2:18][C:17]3[C:12](=[CH:13][CH:14]=[CH:15][CH:16]=3)[CH2:11]2)[C:22]=1[CH3:23] |f:2.3|. Procedure: 2-(3-Nitropyridin-4-yl)-1,2,3,4-tetrahydroisoquinoline (5 g, 19.58 mmol) prepared in Preparation 1 was dissolved in anhydrous tetrahydrofuran (200 ml) under a nitrogen atmosphere. 1-Methyl-1-propenyl magnesium bromide (0.5M in tetrahydrofuran solution, 80 ml, 117.5 mmol) was added at −78° C. to the solution, which was then stirred for 5 hours at −20° C. 20 ml of 20% ammonium chloride solution was added to the reaction mixture, which was then extracted with ethyl acetate (200 ml) twice. The separ...